From a dataset of the Open Reaction Database (ORD), a public repository of structured organic reaction records. describe an organic reaction: reactants, conditions, products, and yield Starting materials: N#Cc1cc(NCc2ccncc2)n(-c2c(Cl)cc(C(F)(F)F)cc2Cl)n1, ClCCl, FC(F)(F)SCl. Yields the product N#Cc1nn(-c2c(Cl)cc(C(F)(F)F)cc2Cl)c(NCc2ccncc2)c1SC(F)(F)F. RXN SMILES: [Cl:1][c:2]1[c:3](-[n:13]2[n:14][c:15]([C:26]#[N:27])[cH:16][c:17]2[NH:18][CH2:19][c:20]2[cH:21][cH:22][n:23][cH:24][cH:25]2)[c:4]([Cl:12])[cH:5][c:6]([C:8]([F:9])([F:10])[F:11])[cH:7]1.[Cl:34][CH2:35][Cl:36].[F:28][C:29]([S:30][Cl:31])([F:32])[F:33]>>[Cl:1][c:2]1[c:3](-[n:13]2[n:14][c:15]([C:26]#[N:27])[c:16]([S:30][C:29]([F:28])([F:32])[F:33])[c:17]2[NH:18][CH2:19][c:20]2[cH:21][cH:22][n:23][cH:24][cH:25]2)[c:4]([Cl:12])[cH:5][c:6]([C:8]([F:9])([F:10])[F:11])[cH:7]1. Reactants: [Li+].[BH4-] (LiBH4), O (water), COC(COC1=NC=CC(=C1)C(C(C)C1=C(C=C(C=C1)Cl)Cl)(C(F)(F)F)O)=O ({4-[2-(2,4-Dichloro-phenyl)-1-hydroxy-1-trifluoromethyl-propyl]-pyridin-2-yloxy}-acetic acid methyl ester), [Li+].[BH4-] (LiBH4). The reagents and catalysts are Cl (HCl). The solvent is C1CCOC1 (THF). Conditions: temperature 45 celsius, time 2 hour. Yields the product ClC1=C(C=CC(=C1)Cl)C(C(C(F)(F)F)(O)C1=CC(=NC=C1)OCCO)C (3-(2,4-Dichloro-phenyl)-1,1,1-trifluoro-2-[2-(2-hydroxy-ethoxy)-pyridin-4-yl]-butan-2-ol). Isolated yield 79.4%. Reaction SMILES: C[O:2][C:3](=O)[CH2:4][O:5][C:6]1[CH:11]=[C:10]([C:12]([OH:27])([C:23]([F:26])([F:25])[F:24])[CH:13]([C:15]2[CH:20]=[CH:19][C:18]([Cl:21])=[CH:17][C:16]=2[Cl:22])[CH3:14])[CH:9]=[CH:8][N:7]=1.[Li+].[BH4-].O>C1COCC1.Cl>[Cl:22][C:16]1[CH:17]=[C:18]([Cl:21])[CH:19]=[CH:20][C:15]=1[CH:13]([CH3:14])[C:12]([C:10]1[CH:9]=[CH:8][N:7]=[C:6]([O:5][CH2:4][CH2:3][OH:2])[CH:11]=1)([OH:27])[C:23]([F:26])([F:25])[F:24] |f:1.2|. Reported procedure: {4-[2-(2,4-Dichloro-phenyl)-1-hydroxy-1-trifluoromethyl-propyl]-pyridin-2-yloxy}-acetic acid methyl ester (Example 120, 70 mg) was dissolved in THF (5 mL) and treated with LiBH4 (10 mg). After 2 h stirring at 45° C. another portion of LiBH4 (5 mg) was added and the reaction mixture further stirred at 45° C. for 2 h. After cooling down to r.t., 3 drops of 1N aqueous HCl were added, followed by water (5 mL). The reaction mixture was then extracted twice with ethyl acetate. The combined organic pha...